From a dataset of the Open Reaction Database (ORD), a public repository of structured organic reaction records. describe an organic reaction: reactants, conditions, products, and yield The reactants are C(C1=CC=CC=C1)C(C)OP(=O)(O)CC1(CCCC1)C(=O)O (1-benzylethylphosphonomethyl-1-cyclopentanecarboxylic acid), [H][H] (hydrogen). Reagents/catalysts: [Pd] (Pd). The solvent is C(C)O (ethanol). Yields the product C(C)OP(=O)(O)CC1(CCCC1)C(=O)O (1-ethylphosphonomethyl-1-cyclopentanecarboxylic acid). Yield: 102.6%. Reaction SMILES: [CH2:1]([CH:8]([O:10][P:11]([CH2:14][C:15]1([C:20]([OH:22])=[O:21])[CH2:19][CH2:18][CH2:17][CH2:16]1)([OH:13])=[O:12])C)C1C=CC=CC=1.[H][H]>C(O)C.[Pd]>[CH2:8]([O:10][P:11]([CH2:14][C:15]1([C:20]([OH:22])=[O:21])[CH2:16][CH2:17][CH2:18][CH2:19]1)([OH:13])=[O:12])[CH3:1]. Procedure details: 3.5 g of 1-benzylethylphosphonomethyl-1-cyclopentanecarboxylic acid (preparation see Example 3E)) were dissolved in 150 ml of ethanol and treated with 1.0 g of 5% strength Pd catalyst on active carbon. The mixture was then hydrogenated at a hydrogen pressure of 2.1 bar for 4 hours. The catalyst was filtered out twice, the filtrate was evaporated in vacuo, and the residue was dried in a high vacuum. 2.60 g of oily 1-ethylphosphonomethyl-1-cyclopentanecarboxylic acid were obtained, which was react... Starting materials: N#Cc1ccc(CBr)c(F)c1, Oc1cc(Cl)ccc1-c1nc2cc(F)c(F)cc2n1CCC1CCCCC1. The product is N#Cc1ccc(COc2cc(Cl)ccc2-c2nc3cc(F)c(F)cc3n2CCC2CCCCC2)c(F)c1. As a reaction SMILES: [Br:28][CH2:29][c:30]1[c:31]([F:38])[cH:32][c:33]([C:34]#[N:35])[cH:36][cH:37]1.[Cl:1][c:2]1[cH:3][cH:4][c:5](-[c:9]2[n:10][c:11]3[c:12]([n:13]2[CH2:14][CH2:15][CH:16]2[CH2:17][CH2:18][CH2:19][CH2:20][CH2:21]2)[cH:22][c:23]([F:27])[c:24]([F:26])[cH:25]3)[c:6]([OH:8])[cH:7]1>>[Cl:1][c:2]1[cH:3][cH:4][c:5](-[c:9]2[n:10][c:11]3[c:12]([n:13]2[CH2:14][CH2:15][CH:16]2[CH2:17][CH2:18][CH2:19][CH2:20][CH2:21]2)[cH:22][c:23]([F:27])[c:24]([F:26])[cH:25]3)[c:6]([O:8][CH2:29][c:30]2[c:31]([F:38])[cH:32][c:33]([C:34]#[N:35])[cH:36][cH:37]2)[cH:7]1. Solvent: O1CCOCC1 (dioxane). Procedure: To a stirred 60° C. dioxane (35 mL) solution of 1-[4-hydroxy-3-[(methylsulfonyl)amino]phenyl]ethanone (2.06 g, 8.7 mmol) was rapidly added Br2 (1.48 g, 9.2 mmol). After one hour, the solution was cooled, concentrated and diluted with H2O. After filtration, the product was washed thoroughly with H2O, then with i-PrOH (9 mL), and air-dried to obtain the title compound (2.43 g, 84%). Starting materials: OC1=C(C=C(C=C1)C(C)=O)NS(=O)(=O)C (1-[4-hydroxy-3-[(methylsulfonyl)amino]phenyl]ethanone), BrBr (Br2). RXN SMILES: [OH:1][C:2]1[CH:7]=[CH:6][C:5]([C:8](=[O:10])[CH3:9])=[CH:4][C:3]=1[NH:11][S:12]([CH3:15])(=[O:14])=[O:13].[Br:16]Br>O1CCOCC1>[Br:16][CH2:9][C:8]([C:5]1[CH:6]=[CH:7][C:2]([OH:1])=[C:3]([NH:11][S:12]([CH3:15])(=[O:14])=[O:13])[CH:4]=1)=[O:10]. Run at time 1 hour. Yields the product BrCC(=O)C1=CC(=C(C=C1)O)NS(=O)(=O)C (2-Bromo-1-[4-hydroxy-3-[(methylsulfonyl)amino]phenyl]ethanone). Isolated yield 90.6%. Reactants: CC(=O)[O-], Cl, N#CO[K], COc1ccc(-n2nc(NC(=O)N(C)C)cc2-c2ccc(OCCN)cc2)cc1, [Na+], CN(C)C=O, O. The product is COc1ccc(-n2nc(NC(=O)N(C)C)cc2-c2ccc(OCCNC(N)=O)cc2)cc1. As a reaction SMILES: [CH3:36][C:37](=[O:38])[O-:39].[ClH:5].[K:1][O:2][C:3]#[N:4].[NH2:6][CH2:7][CH2:8][O:9][c:10]1[cH:11][cH:12][c:13](-[c:16]2[cH:17][c:18]([NH:29][C:30]([N:31]([CH3:32])[CH3:33])=[O:34])[n:19][n:20]2-[c:21]2[cH:22][cH:23][c:24]([O:27][CH3:28])[cH:25][cH:26]2)[cH:14][cH:15]1.[Na+:35].[O:41]=[CH:42][N:43]([CH3:44])[CH3:45].[OH2:40]>>[O:2]=[C:3]([NH2:4])[NH:6][CH2:7][CH2:8][O:9][c:10]1[cH:11][cH:12][c:13](-[c:16]2[cH:17][c:18]([NH:29][C:30]([N:31]([CH3:32])[CH3:33])=[O:34])[n:19][n:20]2-[c:21]2[cH:22][cH:23][c:24]([O:27][CH3:28])[cH:25][cH:26]2)[cH:14][cH:15]1. Reactants: CC1(C)C(C(=O)c2cn(CC3CCCO3)c3ccc(OCc4ccccc4)cc23)C1(C)C, CCO. The product is CC1(C)C(C(=O)c2cn(CC3CCCO3)c3ccc(O)cc23)C1(C)C. Reaction SMILES: [CH2:1]([c:2]1[cH:3][cH:4][cH:5][cH:6][cH:7]1)[O:8][c:9]1[cH:10][c:11]2[c:12]([C:24](=[O:25])[CH:26]3[C:27]([CH3:31])([CH3:32])[C:28]3([CH3:29])[CH3:30])[cH:13][n:14]([CH2:18][CH:19]3[O:20][CH2:21][CH2:22][CH2:23]3)[c:15]2[cH:16][cH:17]1.[CH3:33][CH2:34][OH:35]>>[OH:8][c:9]1[cH:10][c:11]2[c:12]([C:24](=[O:25])[CH:26]3[C:27]([CH3:31])([CH3:32])[C:28]3([CH3:29])[CH3:30])[cH:13][n:14]([CH2:18][CH:19]3[O:20][CH2:21][CH2:22][CH2:23]3)[c:15]2[cH:16][cH:17]1. Reactants: CC(C)(C1CCNCC1)S(=O)(=O)c1cccc(C(F)(F)F)c1, CN(C)C=O, CCN(C(C)C)C(C)C, O=C(O)c1ccccc1. Yields the product CC(C)(C1CCN(C(=O)c2ccccc2)CC1)S(=O)(=O)c1cccc(C(F)(F)F)c1. Reaction SMILES: [CH3:1][C:2]([CH3:3])([S:4](=[O:5])(=[O:6])[c:7]1[cH:8][c:9]([C:13]([F:14])([F:15])[F:16])[cH:10][cH:11][cH:12]1)[CH:17]1[CH2:18][CH2:19][NH:20][CH2:21][CH2:22]1.[CH3:41][N:42]([CH3:43])[CH:44]=[O:45].[CH:32]([N:33]([CH:34]([CH3:35])[CH3:36])[CH2:37][CH3:38])([CH3:39])[CH3:40].[OH:23][C:24](=[O:25])[c:26]1[cH:27][cH:28][cH:29][cH:30][cH:31]1>>[CH3:1][C:2]([CH3:3])([S:4](=[O:5])(=[O:6])[c:7]1[cH:8][c:9]([C:13]([F:14])([F:15])[F:16])[cH:10][cH:11][cH:12]1)[CH:17]1[CH2:18][CH2:19][N:20]([C:24](=[O:23])[c:26]2[cH:27][cH:28][cH:29][cH:30][cH:31]2)[CH2:21][CH2:22]1.